From a dataset of the Open Reaction Database (ORD), a public repository of structured organic reaction records. describe an organic reaction: reactants, conditions, products, and yield Reactants: COCCOC, COC(=O)C(C)(C)NC(=O)c1ccc2ccccc2c1Br, CO, OB(O)C=Cc1ccc(Cl)cc1, c1ccc(P(c2ccccc2)(c2ccccc2)[Pd](P(c2ccccc2)(c2ccccc2)c2ccccc2)(P(c2ccccc2)(c2ccccc2)c2ccccc2)P(c2ccccc2)(c2ccccc2)c2ccccc2)cc1. The product is COC(=O)C(C)(C)NC(=O)c1ccc2ccccc2c1C=Cc1ccc(Cl)cc1. As a reaction SMILES: [CH2:36]([CH2:37][O:38][CH3:39])[O:40][CH3:41].[CH3:1][O:2][C:3]([C:4]([CH3:5])([CH3:6])[NH:7][C:8](=[O:9])[c:10]1[c:11]([Br:20])[c:12]2[cH:13][cH:14][cH:15][cH:16][c:17]2[cH:18][cH:19]1)=[O:21].[CH3:34][OH:35].[Cl:22][c:23]1[cH:24][cH:25][c:26]([CH:29]=[CH:30][B:31]([OH:32])[OH:33])[cH:27][cH:28]1.[cH:42]1[cH:43][cH:44][c:45]([P:46]([Pd:47]([P:48]([c:49]2[cH:50][cH:51][cH:52][cH:53][cH:54]2)([c:55]2[cH:56][cH:57][cH:58][cH:59][cH:60]2)[c:61]2[cH:62][cH:63][cH:64][cH:65][cH:66]2)([P:67]([c:68]2[cH:69][cH:70][cH:71][cH:72][cH:73]2)([c:74]2[cH:75][cH:76][cH:77][cH:78][cH:79]2)[c:80]2[cH:81][cH:82][cH:83][cH:84][cH:85]2)[P:86]([c:87]2[cH:88][cH:89][cH:90][cH:91][cH:92]2)([c:93]2[cH:94][cH:95][cH:96][cH:97][cH:98]2)[c:99]2[cH:100][cH:101][cH:102][cH:103][cH:104]2)([c:105]2[cH:106][cH:107][cH:108][cH:109][cH:110]2)[c:111]2[cH:112][cH:113][cH:114][cH:115][cH:116]2)[cH:117][cH:118]1>>[CH3:1][O:2][C:3]([C:4]([CH3:5])([CH3:6])[NH:7][C:8](=[O:9])[c:10]1[c:11]([CH:30]=[CH:29][c:26]2[cH:25][cH:24][c:23]([Cl:22])[cH:28][cH:27]2)[c:12]2[cH:13][cH:14][cH:15][cH:16][c:17]2[cH:18][cH:19]1)=[O:21]. Reactants: COC=1C=C(C=CC1OC)C(CC(=O)O)N1C(C2=CC=CC=C2C1=O)=O (3-(3,4-dimethoxyphenyl)-3-(1,3-dioxoisoindolin-2-yl)propanoic acid), C(=O)(N1C=NC=C1)N1C=NC=C1 (carbonyidiimidazole), C(=O)NN (formic hydrazide), P(=O)(Cl)(Cl)Cl (phosphorus oxychloride). Run in C(C)#N (acetonitrile). Product: COC=1C=C(C=CC1OC)C(CC=1OC=NN1)N1C(C2=CC=CC=C2C1=O)=O (2-[1-(3,4-Dimethoxyphenyl)-2-(1,3,4-oxadiazol-2-yl)ethyl]isoindoline-1,3-dione), solid. Yield: 34.0%. RXN SMILES: [CH3:1][O:2][C:3]1[CH:4]=[C:5]([CH:11]([N:16]2[C:24](=[O:25])[C:23]3[C:18](=[CH:19][CH:20]=[CH:21][CH:22]=3)[C:17]2=[O:26])[CH2:12][C:13]([OH:15])=O)[CH:6]=[CH:7][C:8]=1[O:9][CH3:10].C(N1C=CN=C1)(N1C=CN=C1)=O.[CH:39]([NH:41][NH2:42])=O.P(Cl)(Cl)(Cl)=O>C(#N)C>[CH3:1][O:2][C:3]1[CH:4]=[C:5]([CH:11]([N:16]2[C:17](=[O:26])[C:18]3[C:23](=[CH:22][CH:21]=[CH:20][CH:19]=3)[C:24]2=[O:25])[CH2:12][C:13]2[O:15][CH:39]=[N:41][N:42]=2)[CH:6]=[CH:7][C:8]=1[O:9][CH3:10]. Reported procedure: 2-[1-(3,4-Dimethoxyphenyl)-2-(1,3,4-oxadiazol-2-yl)ethyl]isoindoline-1,3-dione was prepared by the procedure of Example 8 from 3-(3,4-dimethoxyphenyl)-3-(1,3-dioxoisoindolin-2-yl)propanoic acid (2.0 g, 3.6 mmol), carbonyidiimidazole (1.0 g, 6.2 mmol), formic hydrazide (0.41 g, 6.8 mmol), and phosphorus oxychloride (1.3 mL, 14 mmol) in acetonitrile (20 mL). The product was obtained as a white solid (730 mg, 34% yield): mp, 83.0-85.0° C.; 1H NMR (CDCl3) δ 3.82 (dd, J=6.0, 16.0 Hz, 1H, CHH), 3.85 (... The reactants are O(C1=CC=C(N)C=C1)C=1C=C(N)C=CC1 (3,4'-Oxydianiline), NC=1C=C(OC2=CC(=CC=C2)OC2=CC(=CC=C2)N)C=CC1 (1,3-bis(3-aminophenoxy)benzene), C1(C=2C(C(N1)=O)=CC=CC2)=O (phthalimide), 3,3',4,4'-Biphenyl tetracarboxylic dianhydride, C1(C=2C(C(=O)O1)=CC=CC2)=O (phthalic anhydride), solids. Solvent: CN1C(CCC1)=O (N-methylpyrrolidinone), CN1C(CCC1)=O (NMP). Run at temperature 25 celsius, time 16 hour. Product: C1=CC=C(C(=C1)C(=O)N)C(=O)O (phthalamide acid). As a reaction SMILES: [C:1]1(=[O:11])[NH:5][C:4](=[O:6])[C:3]2=[CH:7][CH:8]=[CH:9][CH:10]=[C:2]12.[O:12](C1C=C(C=CC=1)N)C1C=CC(N)=CC=1.NC1C=C(C=CC=1)OC1C=CC=C(OC2C=CC=C(N)C=2)C=1.C1(=O)OC(=O)C2=CC=CC=C12>CN1CCCC1=O>[CH:8]1[CH:7]=[C:3]([C:4]([NH2:5])=[O:6])[C:2]([C:1]([OH:11])=[O:12])=[CH:10][CH:9]=1. Procedure: The following example illustrates the synthesis of a phthalimide-terminated imide oligomer with theoretical number average molecular weight of 11,600 g/mole. 3,4'-Oxydianiline (ODA) (47.5 mmole, 9.5117 g) and 1,3-bis(3-aminophenoxy)benzene (APB) (2.50 mmole, 0.7308 g) were dissolved in N-methylpyrrolidinone (NMP) (~35 mL) in a flask equipped with a mechanical stirrer, condenser and nitrogen inlet. 3,3',4,4'-Biphenyl tetracarboxylic dianhydride (BPDA) (48.043 mmole, 14.1354 g) and phthalic anhydr... Reactants: CN1CCCC1=O, Cl, NO, O, O=Cc1cc2ccccc2s1. The product is N#Cc1cc2ccccc2s1. Reaction SMILES: [CH3:16][N:17]1[CH2:18][CH2:19][CH2:20][C:21]1=[O:22].[ClH:12].[NH2:13][OH:14].[OH2:15].[s:1]1[c:2]([CH:10]=[O:11])[cH:3][c:4]2[c:5]1[cH:6][cH:7][cH:8][cH:9]2>>[s:1]1[c:2]([C:10]#[N:13])[cH:3][c:4]2[c:5]1[cH:6][cH:7][cH:8][cH:9]2. Starting materials: 1L, C(C)OC(=O)C1N=C(CC1)C1=CC=CC=C1 (5-phenyl-3,4-dihydro-2H-pyrrole-2-carboxylic acid ethyl ester), C(#N)C1=C(C(=O)C(=C(C1=O)Cl)Cl)C#N (DDQ). The solvent is C(Cl)Cl (CH2Cl2). Run at time 1 hour. The product is C1(=CC=CC=C1)C1=CC=C(N1)C(=O)O (5-phenyl-1H-pyrrole-2-carboxylic acid). As a reaction SMILES: C([O:3][C:4]([CH:6]1[CH2:10][CH2:9][C:8]([C:11]2[CH:16]=[CH:15][CH:14]=[CH:13][CH:12]=2)=[N:7]1)=[O:5])C.C(C1C(=O)C(Cl)=C(Cl)C(=O)C=1C#N)#N>C(Cl)Cl>[C:11]1([C:8]2[NH:7][C:6]([C:4]([OH:5])=[O:3])=[CH:10][CH:9]=2)[CH:12]=[CH:13][CH:14]=[CH:15][CH:16]=1. Procedure details: To a 1L round bottomed flask with a stirring bar and an argon inlet was added 5-phenyl-3,4-dihydro-2H-pyrrole-2-carboxylic acid ethyl ester AV-4-1 (4.84 g, 22.28 mmol), dry CH2Cl2 (220 mL) and DDQ (5.06 g, 22.28 mmol). This solution was stirred at ambient temperature 1 h. The solvent was removed in vacuo. Aqueous NaOH (10% w/v, 440 mL) was added and the mixture was heated at reflux 24 h. The cooled, black solution was poured onto crushed ice and the mixture was acidified with conc. HCl. This mix... Reactants: OC1=C(C(=O)C2=C(C=C(C=C2)O)O)C=CC(=C1)O (2,2′,4,4′-tetrahydroxybenzophenone), C(C)(=O)[O-].[Na+] (sodium acetate), Cl.BrC=1C=C(C=CC1)NN (3-bromophenylhydrazine hydrochloride). The product is BrC=1C=C(C=CC1)N1N=C(C2=CC=C(C=C12)O)C1=C(C=C(C=C1)O)O (4-[1-(3-bromophenyl)-6-hydroxy-1H-indazol-3-yl]benzene-1,3-diol). Yield: 8.1%. As a reaction SMILES: O[C:2]1[CH:17]=[C:16]([OH:18])[CH:15]=[CH:14][C:3]=1[C:4]([C:6]1[CH:11]=[CH:10][C:9]([OH:12])=[CH:8][C:7]=1[OH:13])=O.C([O-])(=O)C.[Na+].Cl.[Br:25][C:26]1[CH:27]=[C:28]([NH:32][NH2:33])[CH:29]=[CH:30][CH:31]=1>>[Br:25][C:26]1[CH:27]=[C:28]([N:32]2[C:2]3[C:3](=[CH:14][CH:15]=[C:16]([OH:18])[CH:17]=3)[C:4]([C:6]3[CH:11]=[CH:10][C:9]([OH:12])=[CH:8][C:7]=3[OH:13])=[N:33]2)[CH:29]=[CH:30][CH:31]=1 |f:1.2,3.4|. Procedure: Prepared according to Method B from 2,2′,4,4′-tetrahydroxybenzophenone (0.123 g, 0.5 mmol), sodium acetate (0.041 g, 0.5 mmol) and 3-bromophenylhydrazine hydrochloride (0.112 g, 0.5 mmol) to give 0.016 g of product as a tan solid. Reactants: CC1=CC=C(C=C1)S(=O)(=O)OC[C@H]1COC=2C(=C3C=CC(=NC3=CC2)C)O1 ((2R)-8-Methyl-2,3-dihydro[1,4]dioxino[2,3-f]quinolin-2-ylmethyl 4-methylbenzene sulfonate), FC=1C=CC=C2C(=CNC12)C=1CCNCC1 (7-fluoro-3-(1,2,3,6-tetrahydro-4-pyridinyl)-1H-indole). Run in CS(=O)C (DMSO). Conditions: temperature 75 celsius. Product: FC=1C=CC=C2C(=CNC12)C=1CCN(CC1)CC1COC=2C(=C3C=CC(=NC3=CC2)C)O1 (2-[4-(7-Fluoro-1H-indol-3-yl)-3,6-dihydro-2H-pyridin-1-ylmethyl]-8-methyl-2,3-dihydro[1,4]dioxino[2,3-f]quinoline). Reaction SMILES: CC1C=CC(S(O[CH2:12][C@@H:13]2[O:27][C:17]3=[C:18]4[C:23](=[CH:24][CH:25]=[C:16]3[O:15][CH2:14]2)[N:22]=[C:21]([CH3:26])[CH:20]=[CH:19]4)(=O)=O)=CC=1.[F:28][C:29]1[CH:30]=[CH:31][CH:32]=[C:33]2[C:37]=1[NH:36][CH:35]=[C:34]2[C:38]1[CH2:39][CH2:40][NH:41][CH2:42][CH:43]=1>CS(C)=O>[F:28][C:29]1[CH:30]=[CH:31][CH:32]=[C:33]2[C:37]=1[NH:36][CH:35]=[C:34]2[C:38]1[CH2:39][CH2:40][N:41]([CH2:12][CH:13]2[O:27][C:17]3=[C:18]4[C:23](=[CH:24][CH:25]=[C:16]3[O:15][CH2:14]2)[N:22]=[C:21]([CH3:26])[CH:20]=[CH:19]4)[CH2:42][CH:43]=1. Reported procedure: (2R)-8-Methyl-2,3-dihydro[1,4]dioxino[2,3-f]quinolin-2-ylmethyl 4-methylbenzene sulfonate (0.55 g, 1.4 mmole) and 7-fluoro-3-(1,2,3,6-tetrahydro-4-pyridinyl)-1H-indole (0.80 g, 3.7 mmole) were combined in 10 mL of DMSO. The mixture was heated at 70-80° C. under nitrogen for 6 hours. After cooling to room temperature, the mixture was partitioned between 400 mL each of ethyl acetate and saturated aqueous sodium bicarbonate. The organic phase was removed, washed with 400 mL portions of water and sa...